This data is from the Open Reaction Database (ORD), a public repository of structured organic reaction records. The task is: describe an organic reaction: reactants, conditions, products, and yield The reactants are C(C)(C)(C)OC(=O)NNC (N-(t-Butoxycarbonyl)-N′-methylhydrazine), C1OC(CC2=CC=CC=C12)=O (3-isochromanone), C(C)(=O)O (acetic acid). The solvent is CCOC(=O)C (EtOAc). Run at temperature 100 celsius. Yields the product OCC1=C(C=CC=C1)CC(=O)N(NC(=O)OC(C)(C)C)C (2-[2-[2-(Hydroxymethyl)phenyl]-1-oxoethyl]-2-methylhydrazinecarboxylic acid, 1,1-dimethylethyl ester). RXN SMILES: [C:1]([O:5][C:6]([NH:8][NH:9][CH3:10])=[O:7])([CH3:4])([CH3:3])[CH3:2].[CH2:11]1[C:20]2[C:15](=[CH:16][CH:17]=[CH:18][CH:19]=2)[CH2:14][C:13](=[O:21])[O:12]1.C(O)(=O)C>CCOC(C)=O>[OH:12][CH2:11][C:20]1[CH:19]=[CH:18][CH:17]=[CH:16][C:15]=1[CH2:14][C:13]([N:9]([CH3:10])[NH:8][C:6]([O:5][C:1]([CH3:4])([CH3:3])[CH3:2])=[O:7])=[O:21]. Procedure: N-(t-Butoxycarbonyl)-N′-methylhydrazine (100 mmol) (Lenman, et al., J. Chem. Soc. Perkin Trans., 1997, 16, 2297-2312; Dutta, et al., J. Chem. Soc. Perkin Trans., 1986, 1655-1664) was added to 3-isochromanone (7.4 g, 50 mmol) (Cheng, et al., J. Heterocyclic Chem., 1995, 32, 73) in a sealed tube followed by 0.2 mL of acetic acid and heated for 12 h at 100° C. The reaction mixture was diluted with EtOAc (100 mL), washed with water (50 mL),1 M HCl (50 mL), brine (50 mL) and dried (Na2SO4). The desir... Starting materials: Cc1ccccc1, CCO, S=C=Nc1ccc(Cl)cc1, Nc1ncc(Cl)cc1OCc1c(F)cccc1Cl. Yields the product Fc1cccc(Cl)c1COc1cc(Cl)cnc1NC(=S)Nc1ccc(Cl)cc1. Reaction SMILES: [CH3:29][c:30]1[cH:31][cH:32][cH:33][cH:34][cH:35]1.[CH3:36][CH2:37][OH:38].[Cl:19][c:20]1[cH:21][cH:22][c:23]([N:26]=[C:27]=[S:28])[cH:24][cH:25]1.[NH2:1][c:2]1[n:3][cH:4][c:5]([Cl:18])[cH:6][c:7]1[O:8][CH2:9][c:10]1[c:11]([Cl:17])[cH:12][cH:13][cH:14][c:15]1[F:16]>>[NH:1]([c:2]1[n:3][cH:4][c:5]([Cl:18])[cH:6][c:7]1[O:8][CH2:9][c:10]1[c:11]([Cl:17])[cH:12][cH:13][cH:14][c:15]1[F:16])[C:27]([NH:26][c:23]1[cH:22][cH:21][c:20]([Cl:19])[cH:25][cH:24]1)=[S:28]. Starting materials: [Si](C)(C)(C(C)(C)C)OC1CCC(CC1)NC1=CN=NN1 (N-(4-{[tert-Butyl(dimethyl)silyl]oxy}cyclohexyl)-1H-1,2,3-triazol-5-amine), C(#N)C1=C(C=CC=C1)C1=CC=C(C=C1)CC(C(=O)OCC)C(CCC)=O (ethyl 2-[(2′-cyanobiphenyl-4-yl)methyl]-3-oxohexanoate), N12CCCCCC2=NCCC1 (1,8-diazabicyclo[5.4.0]undec-7-ene). Run in C(C)N(C1=CC=CC=C1)CC (N,N-diethylaniline), C(C)(=O)OCC (ethyl acetate). Yields the product [Si](C)(C)(C(C)(C)C)OC1CCC(CC1)N1C=2N(C(=C(C1=O)CC1=CC=C(C=C1)C=1C(=CC=CC1)C#N)CCC)N=NC2 (4′-{[4-(4-{[tert-butyl(dimethyl)silyl]oxy}cyclohexyl)-5-oxo-7-propyl-4,5-dihydro[1,2,3]triazolo[1,5-a]pyrimidin-6-yl]methyl}biphenyl-2-carbonitrile), compound. Isolated yield 15.0%. Reaction SMILES: [Si:1]([O:8][CH:9]1[CH2:14][CH2:13][CH:12]([NH:15][C:16]2[NH:20][N:19]=[N:18][CH:17]=2)[CH2:11][CH2:10]1)([C:4]([CH3:7])([CH3:6])[CH3:5])([CH3:3])[CH3:2].[C:21]([C:23]1[CH:28]=[CH:27][CH:26]=[CH:25][C:24]=1[C:29]1[CH:34]=[CH:33][C:32]([CH2:35][CH:36]([C:42](=O)[CH2:43][CH2:44][CH3:45])[C:37](OCC)=[O:38])=[CH:31][CH:30]=1)#[N:22].N12CCCN=C1CCCCC2>C(N(CC)C1C=CC=CC=1)C.C(OCC)(=O)C>[Si:1]([O:8][CH:9]1[CH2:14][CH2:13][CH:12]([N:15]2[C:37](=[O:38])[C:36]([CH2:35][C:32]3[CH:33]=[CH:34][C:29]([C:24]4[C:23]([C:21]#[N:22])=[CH:28][CH:27]=[CH:26][CH:25]=4)=[CH:30][CH:31]=3)=[C:42]([CH2:43][CH2:44][CH3:45])[N:20]3[N:19]=[N:18][CH:17]=[C:16]23)[CH2:11][CH2:10]1)([C:4]([CH3:7])([CH3:6])[CH3:5])([CH3:3])[CH3:2]. Procedure details: N-(4-{[tert-Butyl(dimethyl)silyl]oxy}cyclohexyl)-1H-1,2,3-triazol-5-amine (5.55 g) and a solution of ethyl 2-[(2′-cyanobiphenyl-4-yl)methyl]-3-oxohexanoate (13.07 g) and 1,8-diazabicyclo[5.4.0]undec-7-ene (2.85 g) in N,N-diethylaniline (30 mL) were stirred at 185° C. for 15 hr. The reaction mixture was diluted with ethyl acetate, and the mixture was washed with 1 N hydrochloric acid and then with saturated brine, and dried over anhydrous magnesium sulfate. The solvent was evaporated under reduce... Starting materials: O=C([O-])[O-], CC1CCCN1, CC#N, ClCCOc1ccc(I)cc1, [Cs+], [Cs+]. The product is CC1CCCN1CCOc1ccc(I)cc1. As a reaction SMILES: [C:7](=[O:8])([O-:9])[O-:10].[CH3:1][CH:2]1[NH:3][CH2:4][CH2:5][CH2:6]1.[CH3:24][C:25]#[N:26].[Cl:13][CH2:14][CH2:15][O:16][c:17]1[cH:18][cH:19][c:20]([I:23])[cH:21][cH:22]1.[Cs+:11].[Cs+:12]>>[CH3:1][CH:2]1[N:3]([CH2:14][CH2:15][O:16][c:17]2[cH:18][cH:19][c:20]([I:23])[cH:21][cH:22]2)[CH2:4][CH2:5][CH2:6]1. The product is COC(C(=O)OC)OC(C)C (Methyl 2-methoxyisopropyloxy-acetate). Reactants: C([O-])(O)=O.[Na+] (sodium bicarbonate), C(CO)(=O)OC (methyl glycolate), COC(=C)C (2-methoxypropene), C1(=CC=C(C=C1)S(=O)(=O)[O-])C.[NH+]1=CC=CC=C1 (pyridinium p-toluene-sulfonate). The solvent is ClCCl (dichloromethane). Reaction SMILES: [C:1]([O:5][CH3:6])(=[O:4])[CH2:2][OH:3].CO[C:9]([CH3:11])=[CH2:10].C1(C)C=CC(S([O-])(=O)=O)=CC=1.[NH+]1C=CC=CC=1.[C:29](=O)(O)[O-:30].[Na+]>ClCCl>[CH3:6][O:5][CH:1]([O:4][CH:9]([CH3:11])[CH3:10])[C:2]([O:30][CH3:29])=[O:3] |f:2.3,4.5|. Run at temperature 0 celsius, time 2 hour. Procedure details: To a stirred solution of methyl glycolate (5 ml, 64.8 mmol) and 2-methoxypropene (12.5 ml, 130.5 mmol) in dry dichloromethane (15 ml) at 0° C. was added catalytic amount of pyridinium p-toluene-sulfonate (100 mg). The mixture was stirred at 0° C. for 2 hours. Saturated sodium bicarbonate solution was added and methylene chloride layer was separated, dried over anhydrous magnesium sulfate. Solvent was evaporated and the product was distilled over anhydrous potassium carbonate under reduced pressu... The reactants are [BH4-], CC(C)(C)COC1CN(C(=O)OC(C)(C)C)C(C(O)C(Cc2cc(F)cc(F)c2)[N+](=O)[O-])CO1, CO, Cl[Ni]Cl, [Na+], O. Yields the product CC(C)(C)COC1CN(C(=O)OC(C)(C)C)C(C(O)C(N)Cc2cc(F)cc(F)c2)CO1. RXN SMILES: [BH4-:1].[C:3]([CH3:4])([CH3:5])([CH3:6])[O:7][C:8](=[O:9])[N:10]1[CH2:11][CH:12]([O:31][CH2:32][C:33]([CH3:34])([CH3:35])[CH3:36])[O:13][CH2:14][CH:15]1[CH:16]([CH:17]([CH2:18][c:19]1[cH:20][c:21]([F:26])[cH:22][c:23]([F:25])[cH:24]1)[N+:27]([O-:28])=[O:29])[OH:30].[CH3:38][OH:39].[Cl:40][Ni:41][Cl:42].[Na+:2].[OH2:37]>>[C:3]([CH3:4])([CH3:5])([CH3:6])[O:7][C:8](=[O:9])[N:10]1[CH2:11][CH:12]([O:31][CH2:32][C:33]([CH3:34])([CH3:35])[CH3:36])[O:13][CH2:14][CH:15]1[CH:16]([CH:17]([CH2:18][c:19]1[cH:20][c:21]([F:26])[cH:22][c:23]([F:25])[cH:24]1)[NH2:27])[OH:30]. Conditions: temperature 150 celsius. Procedure details: N-(4-(Trifluoromethyl)phenyl)-5,6,7,8-tetrahydropyrido[4,3-d]pyrimidin-4-amine (700 mg, 3.4 mmol) was dissolved in a mixture of dioxane/N,N-dimethylacetamide (4:1) (2 mL). To the mixture was added 2,3-dichloropyridine (1.5 g, 10.2 mmol) and N,N-diisopropylethylamine (0.87 mL, 5.1 mmol). The mixture was heated in a sealed tube at 150° C. in a microwave (Emrys Optimizer model, Personal Chemistry) for 16 h. The solvents were removed under vacuum and the residue was dissolved in ethyl acetate and wa... The product is ClC=1C(=NC=CC1)N1CC2=C(N=CN=C2NC2=CC=C(C=C2)C(F)(F)F)CC1 (6-(3-Chloropyridin-2-yl)-N-(4-(trifluoromethyl)phenyl)-5,6,7,8-tetrahydropyrido[4,3-d]pyrimidin-4-amine). Run in O1CCOCC1.CN(C(C)=O)C (dioxane N,N-dimethylacetamide). The reactants are ClC1=NC=CC=C1Cl (2,3-dichloropyridine), C(C)(C)N(C(C)C)CC (N,N-diisopropylethylamine), FC(C1=CC=C(C=C1)NC=1C2=C(N=CN1)CCNC2)(F)F (N-(4-(Trifluoromethyl)phenyl)-5,6,7,8-tetrahydropyrido[4,3-d]pyrimidin-4-amine). Isolated yield 24.6%. RXN SMILES: [F:1][C:2]([F:21])([F:20])[C:3]1[CH:8]=[CH:7][C:6]([NH:9][C:10]2[C:11]3[CH2:19][NH:18][CH2:17][CH2:16][C:12]=3[N:13]=[CH:14][N:15]=2)=[CH:5][CH:4]=1.Cl[C:23]1[C:28]([Cl:29])=[CH:27][CH:26]=[CH:25][N:24]=1.C(N(CC)C(C)C)(C)C>O1CCOCC1.CN(C)C(=O)C>[Cl:29][C:28]1[C:23]([N:18]2[CH2:17][CH2:16][C:12]3[N:13]=[CH:14][N:15]=[C:10]([NH:9][C:6]4[CH:7]=[CH:8][C:3]([C:2]([F:1])([F:20])[F:21])=[CH:4][CH:5]=4)[C:11]=3[CH2:19]2)=[N:24][CH:25]=[CH:26][CH:27]=1 |f:3.4|. Reactants: C(C)(=O)N[C@]1(CNC[C@@H]1CCCB1OC(C(O1)(C)C)(C)C)C(=O)NC(C)(C)C ((3R,4S)-3-acetamido-N-tert-butyl-4-(3-(4,4,5,5-tetramethyl-1,3,2-dioxaborolan-2-yl)propyl)pyrrolidine-3-carboxamide), S(=O)(=O)([O-])[O-].[Na+].[Na+] (sodium sulfate), C(=O)(OCC1=CC=CC=C1)N1C(CCCC1)C=O (cbz-piperidine-2-carboxaldehyde), C(C)(=O)O[BH-](OC(C)=O)OC(C)=O.[Na+] (sodium triacetoxyborohydride), C([O-])([O-])=O.[Na+].[Na+] (sodium carbonate). Reagents/catalysts: C(C)(=O)O (acetic acid). Solvent: ClCCCl (1,2-dichloroethane). Run at time 3 hour. Yields the product N[C@]1(CN(C[C@@H]1CCCB(O)O)CC1NCCCC1)C(=O)O ((3R,4S)-3-amino-4-(3-boronopropyl)-1-(piperidin-2-ylmethyl)pyrrolidine-3-carboxylic acid). The yield is 99.6%. As a reaction SMILES: C([NH:4][C@:5]1([C:22](NC(C)(C)C)=[O:23])[C@@H:9]([CH2:10][CH2:11][CH2:12][B:13]2[O:17]C(C)(C)C(C)(C)[O:14]2)[CH2:8][NH:7][CH2:6]1)(=O)C.S([O-])([O-])(=O)=O.[Na+].[Na+].C([N:46]1[CH2:51][CH2:50][CH2:49][CH2:48][CH:47]1[CH:52]=O)(OCC1C=CC=CC=1)=O.C(O[BH-](OC(=O)C)OC(=O)C)(=[O:56])C.[Na+].C(=O)([O-])[O-].[Na+].[Na+]>ClCCCl.C(O)(=O)C>[NH2:4][C@:5]1([C:22]([OH:23])=[O:56])[C@@H:9]([CH2:10][CH2:11][CH2:12][B:13]([OH:14])[OH:17])[CH2:8][N:7]([CH2:52][CH:47]2[CH2:48][CH2:49][CH2:50][CH2:51][NH:46]2)[CH2:6]1 |f:1.2.3,5.6,7.8.9|. Procedure details: A stirred solution of (3R,4S)-3-acetamido-N-tert-butyl-4-(3-(4,4,5,5-tetramethyl-1,3,2-dioxaborolan-2-yl)propyl)pyrrolidine-3-carboxamide (Example 8, step 4) (198 mg, 0.5 mmol) in anhydrous 1,2-dichloroethane (5 mL) was treated with anhydrous sodium sulfate (1 g) and cbz-piperidine-2-carboxaldehyde (173 mg, 0.7 mmol), stirred for 3 h, then treated with sodium triacetoxyborohydride (212 mg, 1.0 mmol) and glacial acetic acid (2 drops) and stirred for 18 h. Aqueous sodium carbonate (10%, 5 mL) was ...